From a dataset of the Open Reaction Database (ORD), a public repository of structured organic reaction records. describe an organic reaction: reactants, conditions, products, and yield The reactants are O=C1CC2CCCC(C1)N2Cc1ccccc1, ClC(Cl)Cl, [K+], [K+], [N-]=[N+]=[N-], [Na+], O=C([O-])[O-], O=S(=O)(O)O. Product: O=C1CC2CCCC(CN1)N2Cc1ccccc1. RXN SMILES: [CH2:1]([c:2]1[cH:3][cH:4][cH:5][cH:6][cH:7]1)[N:8]1[CH:9]2[CH2:10][C:11](=[O:17])[CH2:12][CH:13]1[CH2:14][CH2:15][CH2:16]2.[CH:33]([Cl:34])([Cl:35])[Cl:36].[K+:27].[K+:28].[N-:23]=[N+:24]=[N-:25].[Na+:26].[O-:29][C:30]([O-:31])=[O:32].[S:18](=[O:19])(=[O:20])([OH:21])[OH:22]>>[CH2:1]([c:2]1[cH:3][cH:4][cH:5][cH:6][cH:7]1)[N:8]1[CH:9]2[CH2:10][NH:23][C:11](=[O:17])[CH2:12][CH:13]1[CH2:14][CH2:15][CH2:16]2. Procedure details: Diethyl 2-propyl-1H-imidazole-4,5-dicarboxylate (30.7 g) obtained in Example 2 and 4′-(bromomethyl)biphenyl-2-carbonitrile (33.4 g) were dissolved in a mixture of acetone (45 ml) and N,N-dimethylacetamide (45 ml), followed by addition of potassium carbonate (29.3 g) to the reaction solution, and the reaction solution was stirred at 55° C. for 2 hours. The reaction solution was cooled to room temperature, followed by addition of water and toluene, and the organic layer was washed with water. The ... Reaction SMILES: [CH2:1]([C:4]1[NH:5][C:6]([C:14]([O:16][CH2:17][CH3:18])=[O:15])=[C:7]([C:9]([O:11][CH2:12][CH3:13])=[O:10])[N:8]=1)[CH2:2][CH3:3].Br[CH2:20][C:21]1[CH:26]=[CH:25][C:24]([C:27]2[C:28]([C:33]#[N:34])=[CH:29][CH:30]=[CH:31][CH:32]=2)=[CH:23][CH:22]=1.C(=O)([O-])[O-].[K+].[K+].O>CC(C)=O.CN(C)C(=O)C.C1(C)C=CC=CC=1>[C:33]([C:28]1[CH:29]=[CH:30][CH:31]=[CH:32][C:27]=1[C:24]1[CH:23]=[CH:22][C:21]([CH2:20][N:8]2[C:7]([C:9]([O:11][CH2:12][CH3:13])=[O:10])=[C:6]([C:14]([O:16][CH2:17][CH3:18])=[O:15])[N:5]=[C:4]2[CH2:1][CH2:2][CH3:3])=[CH:26][CH:25]=1)#[N:34] |f:2.3.4|. The product is C(#N)C1=C(C=CC=C1)C1=CC=C(C=C1)CN1C(=NC(=C1C(=O)OCC)C(=O)OCC)CCC (Diethyl 1-(2′-cyanobiphenyl-4-yl)methyl-2-propyl-1H-imidazole-4,5-dicarboxylate). The reactants are C(CC)C=1NC(=C(N1)C(=O)OCC)C(=O)OCC (Diethyl 2-propyl-1H-imidazole-4,5-dicarboxylate), BrCC1=CC=C(C=C1)C=1C(=CC=CC1)C#N (4′-(bromomethyl)biphenyl-2-carbonitrile), O (water), C([O-])([O-])=O.[K+].[K+] (potassium carbonate). Run at temperature 55 celsius, time 2 hour. The yield is 100.0%. Run in CC(=O)C (acetone), CN(C(C)=O)C (N,N-dimethylacetamide), C1(=CC=CC=C1)C (toluene).